Dataset: the Open Reaction Database (ORD), a public repository of structured organic reaction records. Task: describe an organic reaction: reactants, conditions, products, and yield The reactants are COc1ccc(F)cc1C(=O)c1cnc(NC2CCC(NC(=O)OC(C)(C)C)CC2)nc1N, ClCCl, O=C(O)C(F)(F)F. Product: COc1ccc(F)cc1C(=O)c1cnc(NC2CCC(N)CC2)nc1N. RXN SMILES: [C:1]([O:2][C:3](=[O:4])[NH:7][CH:8]1[CH2:9][CH2:10][CH:11]([NH:14][c:15]2[n:16][cH:17][c:18]([C:22]([c:23]3[c:24]([O:30][CH3:31])[cH:25][cH:26][c:27]([F:29])[cH:28]3)=[O:32])[c:19]([NH2:21])[n:20]2)[CH2:12][CH2:13]1)([CH3:5])([CH3:6])[CH3:33].[Cl:34][CH2:35][Cl:36].[F:37][C:38]([F:39])([F:40])[C:41]([OH:42])=[O:43]>>[NH2:7][CH:8]1[CH2:9][CH2:10][CH:11]([NH:14][c:15]2[n:16][cH:17][c:18]([C:22]([c:23]3[c:24]([O:30][CH3:31])[cH:25][cH:26][c:27]([F:29])[cH:28]3)=[O:32])[c:19]([NH2:21])[n:20]2)[CH2:12][CH2:13]1. The solvent is CN(C)C=O (DMF). Procedure details: 6-Chloro-3-methoxypyridazine-4-carbaldehyde is dissolved in DMF, und 2,3-diaminotoluene is added. The reaction solution is heated at 120° C. in a microwave for 30 minutes. The crude product is purified on silica gel (eluent ethyl acetate in heptane). MS (ES+) m/z 275 (M+H). Run at temperature 120 celsius. As a reaction SMILES: [Cl:1][C:2]1[N:7]=[N:6][C:5]([O:8][CH3:9])=[C:4]([CH:10]=O)[CH:3]=1.[NH2:12][C:13]1[C:18]([NH2:19])=[CH:17][CH:16]=[CH:15][C:14]=1[CH3:20]>CN(C=O)C>[Cl:1][C:2]1[N:7]=[N:6][C:5]([O:8][CH3:9])=[C:4]([C:10]2[NH:12][C:13]3[C:14]([CH3:20])=[CH:15][CH:16]=[CH:17][C:18]=3[N:19]=2)[CH:3]=1. Product: ClC1=CC(=C(N=N1)OC)C1=NC2=C(N1)C(=CC=C2)C (2-(6-Chloro-3-methoxypyridazin-4-yl)-7-methyl-1H-benzimidazole). Starting materials: ClC1=CC(=C(N=N1)OC)C=O (6-Chloro-3-methoxypyridazine-4-carbaldehyde), NC1=C(C=CC=C1N)C (2,3-diaminotoluene). The reactants are hydrochloric acid ice water, [OH-].[Na+] (sodium hydroxide), CC(CO)(CC)C (2,2-dimethylbutanol), ClCC1=NC(=CC=C1)OC1=CC=CC=C1 (2-chloromethyl-6-phenoxypyridine). The reagents and catalysts are [Br-].C(CCC)[N+](CCCC)(CCCC)CCCC (tetrabutylammonium bromide). Solvent: C1(=CC=CC=C1)C (toluene), C1(=CC=CC=C1)C (toluene). Run at time 12 hour. The product is CC(COCC1=NC(=CC=C1)OC1=CC=CC=C1)(CC)C (6-phenoxy-2-pyridylmethyl 2,2-dimethylbutyl ether). Yield: 23.0%. Reaction SMILES: [OH-].[Na+].[CH3:3][C:4]([CH3:9])([CH2:7][CH3:8])[CH2:5][OH:6].Cl[CH2:11][C:12]1[CH:17]=[CH:16][CH:15]=[C:14]([O:18][C:19]2[CH:24]=[CH:23][CH:22]=[CH:21][CH:20]=2)[N:13]=1>[Br-].C([N+](CCCC)(CCCC)CCCC)CCC.C1(C)C=CC=CC=1>[CH3:3][C:4]([CH3:9])([CH2:7][CH3:8])[CH2:5][O:6][CH2:11][C:12]1[CH:17]=[CH:16][CH:15]=[C:14]([O:18][C:19]2[CH:24]=[CH:23][CH:22]=[CH:21][CH:20]=2)[N:13]=1 |f:0.1,4.5|. Reported procedure: 4.4 Grams of a 45% aqueous sodium hydroxide solution, 100 mg of tetrabutylammonium bromide and 5 ml of toluene were mixed, and to the resulting mixture, a solution of 0.7 g of 2,2-dimethylbutanol and 1.72 g of 2-chloromethyl-6-phenoxypyridine in 10 ml of toluene was added at room temperature under a nitrogen atmosphere. After 12 hours, the reaction solution was poured into hydrochloric acid-ice water and extracted twice with diethyl ether. The ether layers were combined, washed with a saturated ...